Dataset: the Open Reaction Database (ORD), a public repository of structured organic reaction records. Task: describe an organic reaction: reactants, conditions, products, and yield The reactants are C1(=CC=C(C=C1)S(=O)N1[C@@H]([C@@H]1C1=CC=CC=C1)C(=O)OC)C ((2S,3S)-(-)-N-(p-toluenesulfinyl)-2-carbomethoxy-3-phenylaziridine), Cl (HCl). The solvent is CO (methanol). Reaction conditions: temperature 0 celsius, time 1 hour. Yields the product Cl.N[C@@H](C(=O)OC)[C@@H](C1=CC=CC=C1)Cl (Methyl (2S,3R)-(-)-2-amino-3-chloro-3-phenylpropanoate hydrochloride). The yield is 81.0%. Reaction SMILES: C1(C)C=CC(S([N:9]2[C@@H:11]([C:12]3[CH:17]=[CH:16][CH:15]=[CH:14][CH:13]=3)[C@H:10]2[C:18]([O:20][CH3:21])=[O:19])=O)=CC=1.[ClH:23]>CO>[ClH:23].[NH2:9][C@H:10]([C@H:11]([Cl:23])[C:12]1[CH:17]=[CH:16][CH:15]=[CH:14][CH:13]=1)[C:18]([O:20][CH3:21])=[O:19] |f:3.4|. Procedure: Into a 50-mL round-bottomed flask equipped with a magnetic stir bar were placed 0.315 g (1.0 mmol) (2S,3S)-(-)-N-(p-toluenesulfinyl)-2-carbomethoxy-3-phenylaziridine (prepared according to Example 1) and 10 mL freshly distilled methanol. The solution was cooled to 0° C. and 2 mL of 5N HCl were added dropwise. The reaction mixture was brought to room temperature and stirred for 1 h. The solvent was removed on a rotary evaporator, the residue was dissolved in 5 mL of H2O and washed with ether (3×1... The reactants are Cl (hydrochloric acid), CON1CCN(CC1)C1=CC=CC=C1 (p-methoxyphenylpiperazine), COC1=CC=C(C=C1)N1CCN(CC1)C(CC1OCCCC2=C1C=CC=C2)=O (1-(4-methoxyphenyl)-4-(1,3,4,5-tetrahydrobenzo[c]oxepin-1-yl)acetyl piperazine), crude material, C1(OCCCC2=C1C=CC=C2)CC(=O)O ((1,3,4,5-tetrahydrobenzo[c]oxepin-1-yl)acetic acid), amide. The solvent is CO (methanol), CCOCC (ether). The product is Cl.COC1=CC=C(C=C1)N1CCN(CC1)CCC1OCCCC2=C1C=CC=C2 (1-(4-Methoxyphenyl)-4-[2-(1,3,4,5-tetrahydrobenzo[c]oxepin-1-yl)-ethyl]-piperazine hydrochloride). Reaction SMILES: CON1CCN(C2C=CC=CC=2)CC1.C1(CC(O)=O)C2C=CC=CC=2CCCO1.[CH3:30][O:31][C:32]1[CH:37]=[CH:36][C:35]([N:38]2[CH2:43][CH2:42][N:41]([C:44](=O)[CH2:45][CH:46]3[C:52]4[CH:53]=[CH:54][CH:55]=[CH:56][C:51]=4[CH2:50][CH2:49][CH2:48][O:47]3)[CH2:40][CH2:39]2)=[CH:34][CH:33]=1.[ClH:58]>CCOCC.CO>[ClH:58].[CH3:30][O:31][C:32]1[CH:33]=[CH:34][C:35]([N:38]2[CH2:43][CH2:42][N:41]([CH2:44][CH2:45][CH:46]3[C:52]4[CH:53]=[CH:54][CH:55]=[CH:56][C:51]=4[CH2:50][CH2:49][CH2:48][O:47]3)[CH2:40][CH2:39]2)=[CH:36][CH:37]=1 |f:6.7|. Procedure: Step 5--Following the general procedure of EXAMPLE 50 and making non-critical variations p-methoxyphenylpiperazine is acylated with (1,3,4,5-tetrahydrobenzo[c]oxepin-1-yl)acetic acid (CXXIII, 619 mg) and the resulting amide, 1-(4-methoxyphenyl)-4-(1,3,4,5-tetrahydrobenzo[c]oxepin-1-yl)acetyl piperazine (CXXIV, 1.07 g) is reduced according to the general procedure described in EXAMPLE 50 (making non-critical variations) to give crude product. This crude material is dissolved in ether (30 ml) and ...